This data is from the Open Reaction Database (ORD), a public repository of structured organic reaction records. The task is: describe an organic reaction: reactants, conditions, products, and yield Reactants: BrC1=CC=C2C(=C1)NC(C21CCOCC1)=O (6-bromo-2′,3′,5′,6′-tetrahydrospiro[indoline-3,4′-pyran]-2-one), solution, [OH-].[Na+] (NaOH), COCCO[AlH2-]OCCOC.[Na+] (Red-Al). The solvent is C1(=CC=CC=C1)C (toluene). Conditions: temperature 80 celsius. The product is BrC1=CC=C2C(=C1)NCC21CCOCC1 (6-bromo-2′,3′,5′,6′-tetrahydrospiro[indoline-3,4′-pyran]). Reaction SMILES: [Br:1][C:2]1[CH:7]=[C:6]2[NH:8][C:9](=O)[C:10]3([CH2:15][CH2:14][O:13][CH2:12][CH2:11]3)[C:5]2=[CH:4][CH:3]=1.COCCO[AlH2-]OCCOC.[Na+].[OH-].[Na+]>C1(C)C=CC=CC=1>[Br:1][C:2]1[CH:7]=[C:6]2[NH:8][CH2:9][C:10]3([CH2:15][CH2:14][O:13][CH2:12][CH2:11]3)[C:5]2=[CH:4][CH:3]=1 |f:1.2,3.4|. Reported procedure: A heterogeneous mixture of 6-bromo-2′,3′,5′,6′-tetrahydrospiro[indoline-3,4′-pyran]-2-one (3.5 g, 12.4 mmol) in toluene (25 mL) was stirred at 80° C. To the heated mixture was added a solution of Red-Al (65% in toluene, 11.6 mL, 37.2 mmol) and the mixture was stirred at 80° C. for 50 min. After this time the mixture was cooled to 0° C. and quenched with a 2 N solution of aqueous NaOH (31 mL, 62 mmol). The mixture was extracted with EtOAc (2×100 mL). The combined extracts were washed with brine (... Reactants: CN(C)C=NS(=O)(=O)c1ccc(C(=CC2CCCC2)CO)s1, CC[Zn]CC, ICI. The product is CN(C)C=NS(=O)(=O)c1ccc(C2(CO)CC2C2CCCC2)s1. RXN SMILES: [CH3:1][N:2]([CH3:3])[CH:4]=[N:5][S:6](=[O:7])(=[O:8])[c:9]1[s:10][c:11]([C:14](=[CH:15][CH:16]2[CH2:17][CH2:18][CH2:19][CH2:20]2)[CH2:21][OH:22])[cH:12][cH:13]1.[CH3:23][CH2:24][Zn:25][CH2:26][CH3:27].[I:28][CH2:29][I:30]>>[CH3:1][N:2]([CH3:3])[CH:4]=[N:5][S:6](=[O:7])(=[O:8])[c:9]1[s:10][c:11]([C:14]2([CH2:21][OH:22])[CH:15]([CH:16]3[CH2:17][CH2:18][CH2:19][CH2:20]3)[CH2:23]2)[cH:12][cH:13]1. The solvent is C(C)O (ethanol). Procedure: 4-(2,4-Bis-benzyloxy-5-isopropyl-phenyl)-2-hydroxy-4-oxo-but-2-enoic acid ethyl ester (1 eq) was dissolved in ethanol with stirring. Hydroxylamine hydrochloride (1.2 eq) was added and the solution was heated to reflux for 4 hours under a nitrogen atmosphere. The reaction mixture was cooled to room temperature and concentrated in vacuo. The residue was partitioned between brine and dichloromethane. The organic phase was dried over MgSO4, filtered and concentrated in vacuo to give 5-(2,4-Bis-benzy... Product: C(C)OC(=O)C1=NOC(=C1)C1=C(C=C(C(=C1)C(C)C)OCC1=CC=CC=C1)OCC1=CC=CC=C1 (5-(2,4-Bis-benzyloxy-5-isopropyl-phenyl)-isoxazole-3-carboxylic acid ethyl ester). Starting materials: C(C)OC(C(=CC(=O)C1=C(C=C(C(=C1)C(C)C)OCC1=CC=CC=C1)OCC1=CC=CC=C1)O)=O (4-(2,4-Bis-benzyloxy-5-isopropyl-phenyl)-2-hydroxy-4-oxo-but-2-enoic acid ethyl ester), Cl.NO (Hydroxylamine hydrochloride). Reaction SMILES: [CH2:1]([O:3][C:4](=[O:35])[C:5](O)=[CH:6][C:7]([C:9]1[CH:14]=[C:13]([CH:15]([CH3:17])[CH3:16])[C:12]([O:18][CH2:19][C:20]2[CH:25]=[CH:24][CH:23]=[CH:22][CH:21]=2)=[CH:11][C:10]=1[O:26][CH2:27][C:28]1[CH:33]=[CH:32][CH:31]=[CH:30][CH:29]=1)=[O:8])[CH3:2].Cl.[NH2:37]O>C(O)C>[CH2:1]([O:3][C:4]([C:5]1[CH:6]=[C:7]([C:9]2[CH:14]=[C:13]([CH:15]([CH3:17])[CH3:16])[C:12]([O:18][CH2:19][C:20]3[CH:25]=[CH:24][CH:23]=[CH:22][CH:21]=3)=[CH:11][C:10]=2[O:26][CH2:27][C:28]2[CH:33]=[CH:32][CH:31]=[CH:30][CH:29]=2)[O:8][N:37]=1)=[O:35])[CH3:2] |f:1.2|. Reactants: C(C)OC(=O)C=1C(=NC(=NC1)C(F)(F)F)C(F)(F)F (ethyl-2,4-bis(trifluoromethyl)pyrimidine-5-carboxylate), [OH-].[Na+] (NaOH), Cl (HCl). Solvent: CCO (EtOH), O (H2O). Product: FC(C1=NC=C(C(=N1)C(F)(F)F)C(=O)O)(F)F (2,4-bis (trifluoromethyl)-pyrimidine-5-carboxylic acid). The yield is 33.9%. As a reaction SMILES: C([O:3][C:4]([C:6]1[C:7]([C:16]([F:19])([F:18])[F:17])=[N:8][C:9]([C:12]([F:15])([F:14])[F:13])=[N:10][CH:11]=1)=[O:5])C.[OH-].[Na+].Cl>CCO.O>[F:15][C:12]([F:13])([F:14])[C:9]1[N:8]=[C:7]([C:16]([F:19])([F:18])[F:17])[C:6]([C:4]([OH:5])=[O:3])=[CH:11][N:10]=1 |f:1.2|. Procedure details: A solution of ethyl-2,4-bis(trifluoromethyl)pyrimidine-5-carboxylate (5.0 g, 17 mmol) and NaOH (0.72 g, 18 mmol) in EtOH (20 mL) and H2O (50 mL) was stirred at room temperature for 1 h. The solution was acidified (HCl) and the resulting solid was filtered and dried to give 2,4-bis (trifluoromethyl)-pyrimidine-5-carboxylic acid (1.5 g, 25%), m.p. 59° C., 1HNMR (DMSO-d6) δ 9.62 (s, 1H). The reactants are C(C)(C)(C)C1=CC(=NC=N1)NC(=O)NC1=C(C=C(C=C1)OC1=CC(=NC=C1)C#N)F (1-(6-tert-butylpyrimidin-4-yl)-3-[4-(2-cyanopyridin-4-yloxy)-2-fluoro-phenyl]urea), C(=O)([O-])[O-].C(=O)([O-])[O-].OO.OO.OO.[Na+].[Na+].[Na+].[Na+] (sodium percarbonate). Run in CC(=O)C.O (acetone water). Reaction conditions: temperature 60 celsius, time 16 hour. The product is C(C)(C)(C)C1=CC(=NC=N1)NC(NC1=C(C=C(OC2=CC(=NC=C2)C(=O)N)C=C1)F)=O (4-{4-[3-(6-tert-Butylpyrimidin-4-yl)ureido]-3-fluorophenoxy}pyridine-2-carboxylic acid amide). Yield: 42.4%. RXN SMILES: [C:1]([C:5]1[N:10]=[CH:9][N:8]=[C:7]([NH:11][C:12]([NH:14][C:15]2[CH:20]=[CH:19][C:18]([O:21][C:22]3[CH:27]=[CH:26][N:25]=[C:24]([C:28]#[N:29])[CH:23]=3)=[CH:17][C:16]=2[F:30])=[O:13])[CH:6]=1)([CH3:4])([CH3:3])[CH3:2].C([O-])([O-])=[O:32].C([O-])([O-])=O.OO.OO.OO.[Na+].[Na+].[Na+].[Na+]>CC(C)=O.O>[C:1]([C:5]1[N:10]=[CH:9][N:8]=[C:7]([NH:11][C:12](=[O:13])[NH:14][C:15]2[CH:20]=[CH:19][C:18]([O:21][C:22]3[CH:27]=[CH:26][N:25]=[C:24]([C:28]([NH2:29])=[O:32])[CH:23]=3)=[CH:17][C:16]=2[F:30])[CH:6]=1)([CH3:4])([CH3:2])[CH3:3] |f:1.2.3.4.5.6.7.8.9,10.11|. Procedure: A mixture of 1-(6-tert-butylpyrimidin-4-yl)-3-[4-(2-cyanopyridin-4-yloxy)-2-fluoro-phenyl]urea (141 mg, 0.35 mmol) and sodium percarbonate (with 25% H2O2) (218 mg, 1.4 mmol, 4.0 eq) in 2:1 v/v acetone/water (11 mL) was stirred at 60° C. for 16 h. The reaction was partitioned between ethyl acetate and water, and the aqueous layer was extracted with ethyl acetate (2×100 mL). The combined organic layers were washed with water and brine, dried over sodium sulfate, filtered, and evaporated under redu... The reactants are ClC(=C[C@@H]1C([C@H]1C(=O)O)(C)C)C(F)(F)F (trans-3-(2-chloro-3,3,3-trifluoroprop-1-en-1-yl)-2,2-dimethylcyclopropane carboxylic acid), S(=O)(Cl)Cl (thionyl chloride). The product is ClC(=O)[C@@H]1C([C@H]1C=C(C(F)(F)F)Cl)(C)C (trans-1-chlorocarbonyl-3-(2-chloro-3,3,3-trifluoroprop-1-en-1-yl)-2,2-dimethylcyclopropane). RXN SMILES: [Cl:1][C:2]([C:12]([F:15])([F:14])[F:13])=[CH:3][C@H:4]1[C@H:6]([C:7](O)=[O:8])[C:5]1([CH3:11])[CH3:10].S(Cl)([Cl:18])=O>>[Cl:18][C:7]([C@H:6]1[C@H:4]([CH:3]=[C:2]([Cl:1])[C:12]([F:15])([F:14])[F:13])[C:5]1([CH3:11])[CH3:10])=[O:8]. Procedure details: A mixture of (+)-cis/trans-3-(2-chloro-3,3,3-trifluoroprop-1-en-1-yl)-2,2-dimethylcyclopropane carboxylic acid (0.4 g) and thionyl chloride (5.0 ml) was heated at the reflux temperature for a period of 2 hours, after which the excess thionyl chloride was removed by distillation under reduced pressure, leaving (+)-cis/trans-1-chlorocarbonyl-3-(2-chloro-3,3,3-trifluoroprop-1-en-1-yl)-2,2-dimethylcyclopropane. Starting materials: [BH4-], CCCCCOc1ccc(C=O)cc1OC(C)=O, CO, Cl, [Na+]. Yields the product CCCCCOc1ccc(CO)cc1OC(C)=O. RXN SMILES: [BH4-:19].[C:1]([CH3:2])(=[O:3])[O:4][c:5]1[cH:6][c:7]([CH:8]=[O:9])[cH:10][cH:11][c:12]1[O:13][CH2:14][CH2:15][CH2:16][CH2:17][CH3:18].[CH3:22][OH:23].[ClH:21].[Na+:20]>>[C:1]([CH3:2])(=[O:3])[O:4][c:5]1[cH:6][c:7]([CH2:8][OH:9])[cH:10][cH:11][c:12]1[O:13][CH2:14][CH2:15][CH2:16][CH2:17][CH3:18]. The reactants are CN1C(=O)C(F)(F)CN(C2CCCC2)c2nc(Nc3ccc(C(=O)NC4CCN(C(=O)OC(C)(C)C)CC4)cc3F)ncc21, ClCCl, O=C(O)C(F)(F)F. Yields the product CN1C(=O)C(F)(F)CN(C2CCCC2)c2nc(Nc3ccc(C(=O)NC4CCNCC4)cc3F)ncc21. As a reaction SMILES: [C:1]([O:2][C:3](=[O:4])[N:8]1[CH2:9][CH2:10][CH:11]([NH:14][C:15]([c:16]2[cH:17][c:18]([F:43])[c:19]([NH:22][c:23]3[n:24][cH:25][c:26]4[c:27]([n:42]3)[N:28]([CH:37]3[CH2:38][CH2:39][CH2:40][CH2:41]3)[CH2:29][C:30]([F:35])([F:36])[C:31](=[O:34])[N:32]4[CH3:33])[cH:20][cH:21]2)=[O:44])[CH2:12][CH2:13]1)([CH3:5])([CH3:6])[CH3:7].[Cl:52][CH2:53][Cl:54].[OH:45][C:46]([C:47]([F:48])([F:49])[F:50])=[O:51]>>[NH:8]1[CH2:9][CH2:10][CH:11]([NH:14][C:15]([c:16]2[cH:17][c:18]([F:43])[c:19]([NH:22][c:23]3[n:24][cH:25][c:26]4[c:27]([n:42]3)[N:28]([CH:37]3[CH2:38][CH2:39][CH2:40][CH2:41]3)[CH2:29][C:30]([F:35])([F:36])[C:31](=[O:34])[N:32]4[CH3:33])[cH:20][cH:21]2)=[O:44])[CH2:12][CH2:13]1. Starting materials: CCOC(C)=O, CCCCCC, COC(=O)CC1CCC(c2ccccc2)=CC1=O. Yields the product COC(=O)CC1CCC(c2ccccc2)CC1=O. Reaction SMILES: [CH3:19][CH2:20][O:21][C:22]([CH3:23])=[O:24].[CH3:25][CH2:26][CH2:27][CH2:28][CH2:29][CH3:30].[c:1]1([C:7]2=[CH:8][C:9](=[O:18])[CH:10]([CH2:13][C:14](=[O:15])[O:16][CH3:17])[CH2:11][CH2:12]2)[cH:2][cH:3][cH:4][cH:5][cH:6]1>>[c:1]1([CH:7]2[CH2:8][C:9](=[O:18])[CH:10]([CH2:13][C:14](=[O:15])[O:16][CH3:17])[CH2:11][CH2:12]2)[cH:2][cH:3][cH:4][cH:5][cH:6]1. Starting materials: ClC1=CC=C(C=C1)CNC(C1=C(C=C(C=C1C=C)N1CCOCC1)C)=O (N-[(4-chlorophenyl)-methyl]-2-methyl-4-morpholin-4-yl-6-vinyl-benzamide). Solvent: C(C)(=O)OCC (ethyl acetate). Run at time 2 hour. Yields the product ClC1=CC=C(C=C1)CNC(C1=C(C=C(C=C1C)N1CCOCC1)CC)=O (N-[(4-chlorophenyl)-methyl]-2-ethyl-6-methyl-4-morpholin-4-yl-benzamide). The yield is 58.3%. RXN SMILES: [Cl:1][C:2]1[CH:7]=[CH:6][C:5]([CH2:8][NH:9][C:10](=[O:26])[C:11]2[C:16]([CH:17]=[CH2:18])=[CH:15][C:14]([N:19]3[CH2:24][CH2:23][O:22][CH2:21][CH2:20]3)=[CH:13][C:12]=2[CH3:25])=[CH:4][CH:3]=1>C(OCC)(=O)C>[Cl:1][C:2]1[CH:7]=[CH:6][C:5]([CH2:8][NH:9][C:10](=[O:26])[C:11]2[C:12]([CH3:25])=[CH:13][C:14]([N:19]3[CH2:20][CH2:21][O:22][CH2:23][CH2:24]3)=[CH:15][C:16]=2[CH2:17][CH3:18])=[CH:4][CH:3]=1. Reported procedure: A solution of N-[(4-chlorophenyl)-methyl]-2-methyl-4-morpholin-4-yl-6-vinyl-benzamide (0.18 g, 0.48 mmol) in ethyl acetate is degassed and flushed with argon for 10 min followed by the addition of Pearlman's catalyst (20% Pd(OH)2/C, 0.08 g). The resulting mixture is stirred under an atmosphere of hydrogen for 2 h. After completion of reaction (monitored by NMR), the reaction mixture is filtered through a pad of celite. The filtrate is concentrated and the residue is purified by preparative HPLC ...